Dataset: the Open Reaction Database (ORD), a public repository of structured organic reaction records. Task: describe an organic reaction: reactants, conditions, products, and yield The reactants are [N+](=O)([O-])C1=CC=C(OCCCCCC[Si](O[Si](O[Si](O[Si](C)(C)CCCCCCOC2=CC=C(C=C2)[N+](=O)[O-])(C)C)(C)C)(C)C)C=C1 (1,7-bis(4-nitrophenoxyhexyl)-1,1,3,3,5,5,7,7-octamethyltetrasiloxane), Pd/C ethyl acetate, [H][H] (hydrogen). The product is NC1=CC=C(OCCCCCC[Si](O[Si](O[Si](O[Si](C)(C)CCCCCCOC2=CC=C(C=C2)N)(C)C)(C)C)(C)C)C=C1 (1,7-bis(4-aminophenoxyhexyl)-1,1,3,3,5,5,7,7-octamethyltetrasiloxane). Yield: 99.6%. As a reaction SMILES: [N+:1]([C:4]1[CH:47]=[CH:46][C:7]([O:8][CH2:9][CH2:10][CH2:11][CH2:12][CH2:13][CH2:14][Si:15]([CH3:45])([CH3:44])[O:16][Si:17]([CH3:43])([CH3:42])[O:18][Si:19]([CH3:41])([CH3:40])[O:20][Si:21]([CH2:24][CH2:25][CH2:26][CH2:27][CH2:28][CH2:29][O:30][C:31]2[CH:36]=[CH:35][C:34]([N+:37]([O-])=O)=[CH:33][CH:32]=2)([CH3:23])[CH3:22])=[CH:6][CH:5]=1)([O-])=O.[H][H]>>[NH2:1][C:4]1[CH:47]=[CH:46][C:7]([O:8][CH2:9][CH2:10][CH2:11][CH2:12][CH2:13][CH2:14][Si:15]([CH3:44])([CH3:45])[O:16][Si:17]([CH3:43])([CH3:42])[O:18][Si:19]([CH3:40])([CH3:41])[O:20][Si:21]([CH2:24][CH2:25][CH2:26][CH2:27][CH2:28][CH2:29][O:30][C:31]2[CH:32]=[CH:33][C:34]([NH2:37])=[CH:35][CH:36]=2)([CH3:22])[CH3:23])=[CH:6][CH:5]=1. Procedure: 2.71 g of the above (2d) (3.73 mmol) and 15 mL of a 10 wt % Pd/C ethyl acetate solution (0.0150 g) were mixed, and stirred for 2 days in a hydrogen atmosphere at room temperature. The solution was filtrated by Celite, and then concentrated to obtain a colorless oily material of 1,7-bis(4-aminophenoxyhexyl)-1,1,3,3,5,5,7,7-octamethyltetrasiloxane (3d) (2.47 g, 99% of yield) represented by the following formula. Various measurements were carried out with regard to the obtained (3d), and results ar... Reactants: C(C1=CC=CC=C1)N(S(=O)(=O)C)C1=CC=C(C=C1)C(CN(C)CCN1C(C2=CC=CC=C2C=N1)=O)O (N-[2-(4-{N-Benzylmethanesulphonamido}phenyl)-2-hydroxyethyl]-N-methyl-2-(phthalazin-1-on-2-yl)ethylamine), C(C1=CC=CC=C1)N(S(=O)(=O)C)C1=CC=C(C=C1)C(CN(C)CCN1C(C2=CC=CC=C2C=N1)=O)O (N-[2-(4-{-N-Benzylmethanesulphonamido}phenyl)-2-hydroxyethyl]-N-methyl-2-(phthalazin-1-on-2-yl)ethylamine). Reagents/catalysts: [Pd] (Pd/C). The solvent is C(C)OCC (diethyl ether), C(C)O (ethanol). Reaction conditions: time 18 hour. The product is CS(=O)(=O)NC1=CC=C(C=C1)C(CN(C)CCN1C(C2=CC=CC=C2C=N1)=O)O (N-[2-(4-Methanesulphonamidophenyl)-2-hydroxyethyl]-N-methyl-2-(phthalazin-1-on-2-yl)ethylamine). As a reaction SMILES: C([N:8]([C:13]1[CH:18]=[CH:17][C:16]([CH:19]([OH:36])[CH2:20][N:21]([CH2:23][CH2:24][N:25]2[N:34]=[CH:33][C:32]3[C:27](=[CH:28][CH:29]=[CH:30][CH:31]=3)[C:26]2=[O:35])[CH3:22])=[CH:15][CH:14]=1)[S:9]([CH3:12])(=[O:11])=[O:10])C1C=CC=CC=1>C(O)C.C(OCC)C.[Pd]>[CH3:12][S:9]([NH:8][C:13]1[CH:18]=[CH:17][C:16]([CH:19]([OH:36])[CH2:20][N:21]([CH2:23][CH2:24][N:25]2[N:34]=[CH:33][C:32]3[C:27](=[CH:28][CH:29]=[CH:30][CH:31]=3)[C:26]2=[O:35])[CH3:22])=[CH:15][CH:14]=1)(=[O:10])=[O:11]. Procedure details: N-[2-(4-{N-Benzylmethanesulphonamido}phenyl)-2-hydroxyethyl]-N-methyl-2-(phthalazin-1-on-2-yl)ethylamine (0.4 g--as solvate from part (D) in ethanol (50 ml) containing 5% Pd/C (0.1 g) was stirred under a hydrogen atmosphere (50 p.s.i.) at 50° for 18 hours. The reaction mixture was then filtered and the ethanol removed. The residue was dissolved in methylene chloride and washed three times with sodium bicarbonate solution and three times with brine. The organic layer was dried and evaporated to g...